This data is from the Open Reaction Database (ORD), a public repository of structured organic reaction records. The task is: describe an organic reaction: reactants, conditions, products, and yield The reactants are ON1C(=NC2=C1C=C(C=C2[N+](=O)[O-])C(F)(F)F)C(F)(F)F (1-hydroxy-4-nitro-2,6-bis(trifluoromethyl)benzimidazole), C(C)I (ethyl iodide), [O-]CC.[Na+] (sodium ethoxide). The solvent is CO (methanol). Product: C(C)ON1C(=NC2=C1C=C(C=C2[N+](=O)[O-])C(F)(F)F)C(F)(F)F (1-ethoxy-4-nitro-2,6-bis(trifluoromethyl)benzimidazole). Reaction SMILES: [OH:1][N:2]1[C:6]2[CH:7]=[C:8]([C:14]([F:17])([F:16])[F:15])[CH:9]=[C:10]([N+:11]([O-:13])=[O:12])[C:5]=2[N:4]=[C:3]1[C:18]([F:21])([F:20])[F:19].[CH2:22](I)[CH3:23].[O-]CC.[Na+]>CO>[CH2:22]([O:1][N:2]1[C:6]2[CH:7]=[C:8]([C:14]([F:15])([F:16])[F:17])[CH:9]=[C:10]([N+:11]([O-:13])=[O:12])[C:5]=2[N:4]=[C:3]1[C:18]([F:19])([F:21])[F:20])[CH3:23] |f:2.3|. Procedure details: A 6 g. portion of 1-hydroxy-4-nitro-2,6-bis(trifluoromethyl)benzimidazole was mixed with 50 ml. of methanol, 10 ml. of ethyl iodide, and 2.5 g. of sodium ethoxide. The mixture was heated at reflux temperature overnight with stirring, and was then cooled and evaporated to dryness. The residue was taken up in ether, and the ether solution was washed with water. The ether layer was then evaporated to dryness, and the residue was recrystallized from petroleum ether to produce the desired 1-ethoxy-4-... Reactants: NC[C@@H]1[C@H]2CC(C[C@H]2CN1C(=O)C=1N=C(SC1C=1C=C(C=CC1)C)C)C ([(1S,2S,5R)-2-aminomethyl-7-methyl-3-aza-bicyclo[3.3.0]oct-3-yl]-(2-methyl-5-m-tolyl-thiazol-4-yl)-methanone), CC=1C=C(C(=O)O)C=CC1 (3-methyl-benzoic acid). Product: CC=1C=C(C(=O)NC[C@@H]2[C@H]3CC(C[C@H]3CN2C(=O)C=2N=C(SC2C=2C=C(C=CC2)C)C)C)C=CC1 ((1S,2S,5R)-3-Methyl-N-[7-methyl-3-(2-methyl-5-m-tolyl-thiazole-4-carbonyl)-3-aza-bicyclo[3.3.0]oct-2-ylmethyl]-benzamide). RXN SMILES: [NH2:1][CH2:2][C@H:3]1[N:10]([C:11]([C:13]2[N:14]=[C:15]([CH3:25])[S:16][C:17]=2[C:18]2[CH:19]=[C:20]([CH3:24])[CH:21]=[CH:22][CH:23]=2)=[O:12])[CH2:9][C@H:8]2[C@@H:4]1[CH2:5][CH:6]([CH3:26])[CH2:7]2.[CH3:27][C:28]1[CH:29]=[C:30]([CH:34]=[CH:35][CH:36]=1)[C:31](O)=[O:32]>>[CH3:27][C:28]1[CH:29]=[C:30]([CH:34]=[CH:35][CH:36]=1)[C:31]([NH:1][CH2:2][C@H:3]1[N:10]([C:11]([C:13]2[N:14]=[C:15]([CH3:25])[S:16][C:17]=2[C:18]2[CH:19]=[C:20]([CH3:24])[CH:21]=[CH:22][CH:23]=2)=[O:12])[CH2:9][C@H:8]2[C@@H:4]1[CH2:5][CH:6]([CH3:26])[CH2:7]2)=[O:32]. Procedure: prepared by reaction of [(1S,2S,5R)-2-aminomethyl-7-methyl-3-aza-bicyclo[3.3.0]oct-3-yl]-(2-methyl-5-m-tolyl-thiazol-4-yl)-methanone with 3-methyl-benzoic acid. Reactants: CCCCP(CCCC)CCCC, ClCCl, CN1CCCC(CO)C1, COc1cc2c(Nc3ccc(Cl)cc3F)ncnc2cc1O, O=C(N=NC(=O)N1CCCCC1)N1CCCCC1. Yields the product COc1cc2c(Nc3ccc(Cl)cc3F)ncnc2cc1OCC1CCCN(C)C1. As a reaction SMILES: [CH2:50]([P:51]([CH2:52][CH2:53][CH2:54][CH3:55])[CH2:56][CH2:57][CH2:58][CH3:59])[CH2:60][CH2:61][CH3:62].[CH2:63]([Cl:64])[Cl:65].[CH3:41][N:42]1[CH2:43][CH:44]([CH2:48][OH:49])[CH2:45][CH2:46][CH2:47]1.[Cl:19][c:20]1[cH:21][c:22]([F:40])[c:23]([NH:24][c:25]2[n:26][cH:27][n:28][c:29]3[cH:30][c:31]([OH:37])[c:32]([O:35][CH3:36])[cH:33][c:34]23)[cH:38][cH:39]1.[N:1]([C:2]([N:3]1[CH2:4][CH2:5][CH2:6][CH2:7][CH2:8]1)=[O:9])=[N:10][C:11]([N:12]1[CH2:13][CH2:14][CH2:15][CH2:16][CH2:17]1)=[O:18]>>[Cl:19][c:20]1[cH:21][c:22]([F:40])[c:23]([NH:24][c:25]2[n:26][cH:27][n:28][c:29]3[cH:30][c:31]([O:37][CH2:48][CH:44]4[CH2:43][N:42]([CH3:41])[CH2:47][CH2:46][CH2:45]4)[c:32]([O:35][CH3:36])[cH:33][c:34]23)[cH:38][cH:39]1. Starting materials: CC(C)=CC(=O)c1cc2c(c(C(C)(C)C)c1)OCCC2, CCOCC, Cl. The product is CC(C)(Cl)CC(=O)c1cc2c(c(C(C)(C)C)c1)OCCC2. RXN SMILES: [C:1]([CH3:2])([CH3:3])([CH3:4])[c:5]1[cH:6][c:7]([C:15]([CH:16]=[C:17]([CH3:18])[CH3:19])=[O:20])[cH:8][c:9]2[c:14]1[O:13][CH2:12][CH2:11][CH2:10]2.[CH3:22][CH2:23][O:24][CH2:25][CH3:26].[ClH:21]>>[C:1]([CH3:2])([CH3:3])([CH3:4])[c:5]1[cH:6][c:7]([C:15]([CH2:16][C:17]([CH3:18])([CH3:19])[Cl:21])=[O:20])[cH:8][c:9]2[c:14]1[O:13][CH2:12][CH2:11][CH2:10]2. Reactants: C(CCCCCC(C)C)(=O)O (isononanoic acid), C(CCCCCCC(C)C)O (isodecyl alcohol). The product is C(CCCCCC(C)C)(=O)OCCCCCCCC(C)C (Isodecyl Isononanoate). Isolated yield 46.7%. Reaction SMILES: [C:1]([OH:11])(=[O:10])[CH2:2][CH2:3][CH2:4][CH2:5][CH2:6][CH:7]([CH3:9])[CH3:8].[CH2:12](O)[CH2:13][CH2:14][CH2:15][CH2:16][CH2:17][CH2:18][CH:19]([CH3:21])[CH3:20]>>[C:1]([O:11][CH2:12][CH2:13][CH2:14][CH2:15][CH2:16][CH2:17][CH2:18][CH:19]([CH3:21])[CH3:20])(=[O:10])[CH2:2][CH2:3][CH2:4][CH2:5][CH2:6][CH:7]([CH3:8])[CH3:9]. Procedure details: A reaction between 160 g of isononanoic acid and 160 g of isodecyl alcohol was carried out as in Example 1, obtaining 141 g of the desired ester. The reactants are CC(C)(C)c1ccc(NC(=O)c2cccnc2[SH](Cc2ccncc2)NC(=O)CCl)cc1, C1COCCN1, CCOC(C)=O. Product: CC(C)(C)c1ccc(NC(=O)c2cccnc2[SH](Cc2ccncc2)NC(=O)CN2CCOCC2)cc1. As a reaction SMILES: [C:1]([CH3:2])([CH3:3])([CH3:4])[c:5]1[cH:6][cH:7][c:8]([NH:11][C:12](=[O:13])[c:14]2[c:15]([SH:20]([CH2:21][c:22]3[cH:23][cH:24][n:25][cH:26][cH:27]3)[NH:28][C:29]([CH2:30][Cl:31])=[O:32])[n:16][cH:17][cH:18][cH:19]2)[cH:9][cH:10]1.[CH2:39]1[CH2:40][O:41][CH2:42][CH2:43][NH:44]1.[CH3:33][CH2:34][O:35][C:36](=[O:37])[CH3:38]>>[C:1]([CH3:2])([CH3:3])([CH3:4])[c:5]1[cH:6][cH:7][c:8]([NH:11][C:12](=[O:13])[c:14]2[c:15]([SH:20]([CH2:21][c:22]3[cH:23][cH:24][n:25][cH:26][cH:27]3)[NH:28][C:29]([CH2:30][N:44]3[CH2:39][CH2:40][O:41][CH2:42][CH2:43]3)=[O:32])[n:16][cH:17][cH:18][cH:19]2)[cH:9][cH:10]1.